This data is from the Open Reaction Database (ORD), a public repository of structured organic reaction records. The task is: describe an organic reaction: reactants, conditions, products, and yield Reactants: CCNC(=O)c1ccc(-n2nnc(C(=O)OC)c2OCC)cc1, CO, NC1CC1, [Na+], [OH-], On1nnc2ccccc21. Yields the product CCNC(=O)c1ccc(-n2nnc(C(=O)NC3CC3)c2OCC)cc1. RXN SMILES: [CH2:1]([CH3:2])[O:3][c:4]1[c:5]([C:20]([O:22][CH3:21])=[O:23])[n:6][n:7][n:8]1-[c:9]1[cH:10][cH:11][c:12]([C:15](=[O:16])[NH:17][CH2:18][CH3:19])[cH:13][cH:14]1.[CH3:40][OH:41].[CH:26]1([NH2:29])[CH2:27][CH2:28]1.[Na+:25].[OH-:24].[OH:30][n:31]1[c:32]2[c:33]([cH:34][cH:35][cH:36][cH:37]2)[n:38][n:39]1>>[CH2:1]([CH3:2])[O:3][c:4]1[c:5]([C:20](=[O:22])[NH:29][CH:26]2[CH2:27][CH2:28]2)[n:6][n:7][n:8]1-[c:9]1[cH:10][cH:11][c:12]([C:15](=[O:16])[NH:17][CH2:18][CH3:19])[cH:13][cH:14]1. Starting materials: O=C1CC2CCCC3CC(=O)N1C23, CCOCC, Cl, OCc1ccccc1. Yields the product O=C(O)CC1CCCC2CC(=O)NC12. As a reaction SMILES: [CH2:1]1[C:2](=[O:13])[N:3]2[CH:4]3[CH:5]([CH2:6][CH2:7][CH2:8][CH:9]13)[CH2:10][C:11]2=[O:12].[CH3:23][CH2:24][O:25][CH2:26][CH3:27].[ClH:14].[OH:15][CH2:16][c:17]1[cH:18][cH:19][cH:20][cH:21][cH:22]1>>[CH2:1]([C:2]([OH:13])=[O:15])[CH:9]1[CH:4]2[NH:3][C:11](=[O:12])[CH2:10][CH:5]2[CH2:6][CH2:7][CH2:8]1. Reactants: FC1=CC2=C(C(=NO2)C2CCN(CC2)CCC2=C(N=C3N(C2=O)CC(CC3)OC)C)C=C1 (3-[2-[4-(6-fluoro-1,2-benzisoxazol-3-yl)-1-piperidinyl]-ethyl]-6,7,8,9-tetrahydro-7-methoxy-2-methyl-4H-pyrido[1,2-a]pyrimidin-4-one), I[Si](C)(C)C (iodotrimethylsilane), I[Si](C)(C)C (iodotrimethylsilane). Solvent: C(C)#N (acetonitrile). Reaction conditions: temperature 70 celsius, time 8 hour. Product: FC1=CC2=C(C(=NO2)C2CCN(CC2)CCC2=C(N=C3N(C2=O)CC(CC3)O)C)C=C1 (3-[2-[4-(6-fluoro-1,2-benzisoxazol-3-yl)-1-piperidinyl]ethyl]-6,7,8,9-tetrahydro-7-hydroxy-2-methyl-4H-pyrido[1,2-a]-pyrimidin-4-one). Isolated yield 3.7%. As a reaction SMILES: [F:1][C:2]1[CH:32]=[CH:31][C:5]2[C:6]([CH:9]3[CH2:14][CH2:13][N:12]([CH2:15][CH2:16][C:17]4[C:22](=[O:23])[N:21]5[CH2:24][CH:25]([O:28]C)[CH2:26][CH2:27][C:20]5=[N:19][C:18]=4[CH3:30])[CH2:11][CH2:10]3)=[N:7][O:8][C:4]=2[CH:3]=1.I[Si](C)(C)C>C(#N)C>[F:1][C:2]1[CH:32]=[CH:31][C:5]2[C:6]([CH:9]3[CH2:10][CH2:11][N:12]([CH2:15][CH2:16][C:17]4[C:22](=[O:23])[N:21]5[CH2:24][CH:25]([OH:28])[CH2:26][CH2:27][C:20]5=[N:19][C:18]=4[CH3:30])[CH2:13][CH2:14]3)=[N:7][O:8][C:4]=2[CH:3]=1. Procedure: A mixture of 8.5 parts of 3-[2-[4-(6-fluoro-1,2-benzisoxazol-3-yl)-1-piperidinyl]-ethyl]-6,7,8,9-tetrahydro-7-methoxy-2-methyl-4H-pyrido[1,2-a]pyrimidin-4-one, 14 parts of iodotrimethylsilane and 40 parts of acetonitrile was stirred overnight at 70° C. Another portion of 2.8 parts of iodotrimethylsilane was added and the reaction mixture was stirred for a while at 90° C. and then overnight at reflux temperature. After cooling, the whole was evaporated. The residue was taken up in ethanol and the...